From a dataset of the Open Reaction Database (ORD), a public repository of structured organic reaction records. describe an organic reaction: reactants, conditions, products, and yield Reactants: COC=1C=C(CN2CCN(CC2)C(=S)SC)C=C(C1O)OC (methyl 4-(3,5-dimethoxy-4-hydroxybenzyl)-1-piperazinecarbodithioate), 1-N, Cl.CCOCC (HCl ether). The reagents and catalysts are C[C@@H]1OC[C@@H]2[C@@H](O1)[C@@H]([C@H]([C@@H](O2)OC3[C@H]4COC(=O)[C@@H]4[C@@H](C5=CC6=C(C=C35)OCO6)C7=CC(=C(C(=C7)OC)O)OC)O)O.C1CN(P(=O)(OC1)NCCCl)CCCl.[NH2-].[NH2-].Cl[Pt+2]Cl (ice 1). Solvent: C(Cl)(Cl)Cl (chloroform). Reaction conditions: time 8 hour. The product is Cl.COC=1C=C(CN2CCN(CC2)C(=S)SC)C=C(C1O)OC (Methyl 4-(3,5-dimethoxy-4-hydroxybenzyl)-1-piperazinecarbodithioate hydrochloride). Isolated yield 95.9%. As a reaction SMILES: [CH3:1][O:2][C:3]1[CH:4]=[C:5]([CH:17]=[C:18]([O:21][CH3:22])[C:19]=1[OH:20])[CH2:6][N:7]1[CH2:12][CH2:11][N:10]([C:13]([S:15][CH3:16])=[S:14])[CH2:9][CH2:8]1.[ClH:23].CCOCC>C(Cl)(Cl)Cl.C[C@H]1O[C@H]2[C@H](O)[C@@H](O)[C@H](OC3C4C(=CC5OCOC=5C=4)[C@@H](C4C=C(OC)C(O)=C(OC)C=4)[C@@H]4[C@@H]3COC4=O)O[C@@H]2CO1.C1COP(NCCCl)(=O)N(CCCl)C1.[NH2-].[NH2-].Cl[Pt+2]Cl>[ClH:23].[CH3:1][O:2][C:3]1[CH:4]=[C:5]([CH:17]=[C:18]([O:21][CH3:22])[C:19]=1[OH:20])[CH2:6][N:7]1[CH2:8][CH2:9][N:10]([C:13]([S:15][CH3:16])=[S:14])[CH2:11][CH2:12]1 |f:1.2,4.5.6.7.8,9.10|. Procedure details: In 4 ml of chloroform was dissolved 500 mg of methyl 4-(3,5-dimethoxy-4-hydroxybenzyl)-1-piperazinecarbodithioate. To the solution was dropwise added under chilling with ice 1.46 ml of 1-N HCl/ether mixture. The solvent was then distilled off under reduced pressure. The residue was stirred overnight at room temperature together with 8 ml of ethyl acetate. Precipitated crystals were collected by filtration to give 529 mg of the desired compound as a white powder, m.p. 187°-188° C. (decomp.), yiel... The reactants are C1(CC1)N1CCC(CC1)=O (1-cyclopropyl-4-piperidone), CC(C)([O-])C.[K+] (potassium tertiary butoxide), C1(=CC=C(C=C1)S(=O)(=O)C[N+]#[C-])C (p-toluenesulfonylmethylisocyanide). Run in [Cl-].[Na+].O (brine), C(C)(=O)OCC (ethyl acetate), COCCOC (1,2-dimethoxyethane), C(C)O (ethanol). Run at temperature 0 celsius, time 1 hour. Yields the product C1(CC1)N1CCC(CC1)C#N (1-cyclopropyl piperidine-4-carbonitrile). Yield: 40.9%. Reaction SMILES: [CH:1]1([N:4]2[CH2:9][CH2:8][C:7](=O)[CH2:6][CH2:5]2)[CH2:3][CH2:2]1.C1(C)C=CC(S([CH2:20][N+:21]#[C-])(=O)=O)=CC=1.CC(C)([O-])C.[K+]>COCCOC.C(O)C.[Cl-].[Na+].O.C(OCC)(=O)C>[CH:1]1([N:4]2[CH2:9][CH2:8][CH:7]([C:20]#[N:21])[CH2:6][CH2:5]2)[CH2:3][CH2:2]1 |f:2.3,6.7.8|. Procedure details: To a stirred solution of 1-cyclopropyl-4-piperidone (Alfa Aesar, 3.0 grams, 21.5 mmol) in a mixture of 1,2-dimethoxyethane (72 mL) and ethanol (2.2 mL) cooled at 0° C., was added p-toluenesulfonylmethylisocyanide (5.45 grams, 27.95 mmol). Solid potassium tertiary butoxide (5.54 grams, 49.45 mmol) was added over a period of 1 hour. The reaction mixture was stirred at this temperature for additional 1 hour and gradually warmed to room temperature. After stirring for 2 hours at this temperature, it... Reactants: CS(=O)(=O)c1c(C(N)=O)nn(-c2c(Cl)cc(C(F)(F)F)cc2Br)c1N, O, O=P(Cl)(Cl)Cl. The product is CS(=O)(=O)c1c(C#N)nn(-c2c(Cl)cc(C(F)(F)F)cc2Br)c1N. RXN SMILES: [NH2:6][c:7]1[c:8]([S:27](=[O:28])(=[O:29])[CH3:30])[c:9]([C:24]([NH2:25])=[O:26])[n:10][n:11]1-[c:12]1[c:13]([Br:23])[cH:14][c:15]([C:19]([F:20])([F:21])[F:22])[cH:16][c:17]1[Cl:18].[OH2:31].[P:1]([Cl:2])([Cl:3])([Cl:4])=[O:5]>>[NH2:6][c:7]1[c:8]([S:27](=[O:28])(=[O:29])[CH3:30])[c:9]([C:24]#[N:25])[n:10][n:11]1-[c:12]1[c:13]([Br:23])[cH:14][c:15]([C:19]([F:20])([F:21])[F:22])[cH:16][c:17]1[Cl:18]. Reactants: O=C([O-])[O-], CCN(CC)C(=O)Cl, CC(C)=O, [K+], [K+], O=[N+]([O-])c1ccccc1Sc1nc[nH]n1, O. The product is CCN(CC)C(=O)n1cnc(Sc2ccccc2[N+](=O)[O-])n1. RXN SMILES: [C:24](=[O:25])([O-:26])[O-:27].[CH2:16]([CH3:17])[N:18]([C:19](=[O:20])[Cl:21])[CH2:22][CH3:23].[CH3:31][C:32](=[O:33])[CH3:34].[K+:28].[K+:29].[N+:1](=[O:2])([O-:3])[c:4]1[c:5]([S:10][c:11]2[n:12][nH:13][cH:14][n:15]2)[cH:6][cH:7][cH:8][cH:9]1.[OH2:30]>>[N+:1](=[O:2])([O-:3])[c:4]1[c:5]([S:10][c:11]2[n:12][n:13]([C:19]([N:18]([CH2:16][CH3:17])[CH2:22][CH3:23])=[O:20])[cH:14][n:15]2)[cH:6][cH:7][cH:8][cH:9]1. Reactants: C(C)N1C=C(C(C2=CC(=C(C(=C12)C)F)F)=O)C(=O)O (1-ethyl-6,7-difluoro-1,4-dihydro-8-methyl-4-oxo-3-quinolinecarboxylic acid), N1CCNCC1 (piperazine). Run in CS(=O)C (DMSO). Reaction conditions: time 18 hour. Yields the product C(C)N1C=C(C(C2=CC(=C(C(=C12)C)N1CCNCC1)F)=O)C(=O)O (1-Ethyl-6-fluoro-1,4-dihydro-8-methyl-4-oxo-7-(1-piperazinyl)-3-quinolinecarboxylic acid). Yield: 11.5%. RXN SMILES: [CH2:1]([N:3]1[C:12]2[C:7](=[CH:8][C:9]([F:15])=[C:10](F)[C:11]=2[CH3:13])[C:6](=[O:16])[C:5]([C:17]([OH:19])=[O:18])=[CH:4]1)[CH3:2].[NH:20]1[CH2:25][CH2:24][NH:23][CH2:22][CH2:21]1>CS(C)=O>[CH2:1]([N:3]1[C:12]2[C:7](=[CH:8][C:9]([F:15])=[C:10]([N:20]3[CH2:25][CH2:24][NH:23][CH2:22][CH2:21]3)[C:11]=2[CH3:13])[C:6](=[O:16])[C:5]([C:17]([OH:19])=[O:18])=[CH:4]1)[CH3:2]. Reported procedure: A mixture of 1-ethyl-6,7-difluoro-1,4-dihydro-8-methyl-4-oxo-3-quinolinecarboxylic acid (350 mg), anhydrous piperazine (450 mg) in anhydrous DMSO (4 ml) was stirred at 50° to 72° C. for 18 hours. After the reacting mixture was concentrated under reduced pressure, the resulting residue was purified by silica gel column chromatography eluting chloroform-methanol-concentrated aqueous ammonia (20:6:1) to give the title compound (50 mg) as pale yellow flakes, mp 153°-156° C. The reactants are CC(C)=CCBr, C1CCOC1, C[Si](C)(C)[N-][Si](C)(C)C, [Li+], COC(=O)C1CCCN1C(=O)OC(C)(C)C. The product is COC(=O)C1(CC=C(C)C)CCCN1C(=O)OC(C)(C)C. Reaction SMILES: [Br:27][CH2:28][CH:29]=[C:30]([CH3:31])[CH3:32].[CH2:33]1[O:34][CH2:35][CH2:36][CH2:37]1.[CH3:17][Si:18]([CH3:19])([CH3:20])[N-:21][Si:22]([CH3:23])([CH3:24])[CH3:25].[Li+:26].[N:1]1([C:10](=[O:11])[O:12][C:13]([CH3:14])([CH3:15])[CH3:16])[CH:2]([C:6](=[O:7])[O:8][CH3:9])[CH2:3][CH2:4][CH2:5]1>>[N:1]1([C:10](=[O:11])[O:12][C:13]([CH3:14])([CH3:15])[CH3:16])[C:2]([C:6](=[O:7])[O:8][CH3:9])([CH2:28][CH:29]=[C:30]([CH3:31])[CH3:32])[CH2:3][CH2:4][CH2:5]1. Starting materials: CC(C)(C)OC(=O)N(c1ccc(N2CCOCC2)cc1)c1ncc(Br)n2ncnc12, CCCC[Sn](Cl)(CCCC)CCCC, C1CCOC1, CC(C)[Mg+], [Cl-]. The product is CCCC[Sn](CCCC)(CCCC)c1cnc(N(C(=O)OC(C)(C)C)c2ccc(N3CCOCC3)cc2)c2ncnn12. As a reaction SMILES: [C:1]([CH3:2])([CH3:3])([CH3:4])[O:5][C:6]([N:7]([c:8]1[cH:9][cH:10][c:11]([N:14]2[CH2:15][CH2:16][O:17][CH2:18][CH2:19]2)[cH:12][cH:13]1)[c:20]1[c:21]2[n:22]([c:23]([Br:26])[cH:24][n:25]1)[n:27][cH:28][n:29]2)=[O:30].[CH2:36]([CH2:37][CH2:38][CH3:39])[Sn:40]([CH2:41][CH2:42][CH2:43][CH3:44])([CH2:45][CH2:46][CH2:47][CH3:48])[Cl:49].[CH2:50]1[O:51][CH2:52][CH2:53][CH2:54]1.[CH:32]([Mg+:33])([CH3:34])[CH3:35].[Cl-:31]>>[C:1]([CH3:2])([CH3:3])([CH3:4])[O:5][C:6]([N:7]([c:8]1[cH:9][cH:10][c:11]([N:14]2[CH2:15][CH2:16][O:17][CH2:18][CH2:19]2)[cH:12][cH:13]1)[c:20]1[c:21]2[n:22]([c:23]([Sn:40]([CH2:36][CH2:37][CH2:38][CH3:39])([CH2:41][CH2:42][CH2:43][CH3:44])[CH2:45][CH2:46][CH2:47][CH3:48])[cH:24][n:25]1)[n:27][cH:28][n:29]2)=[O:30].